This data is from the Open Reaction Database (ORD), a public repository of structured organic reaction records. The task is: describe an organic reaction: reactants, conditions, products, and yield Reactants: C(OC)(OC)OC (Trimethyl orthoformate), CC1=CC=C(C=C1)S(=O)(=O)[O-].C1=CC=[NH+]C=C1 (PPTS), Cl (HYDROCHLORIC ACID), CC(C)CCC[C@@H](C)[C@H]1CC[C@H]2[C@@H]3CC=C4C[C@H](CC[C@]4(C)[C@H]3CC[C@]12C)OCCCCCCCCCC=O (10-(Cholest-5-en-3β-oxy)decanal), O1C(OCC1)C[Mg]Br (((1,3-dioxolan-2-yl)methyl)magnesium bromide). The solvent is CO (methanol), C1CCOC1 (THF), O (water), C1CCOC1 (THF). Run at time 4 hour. Yields the product CC(C)CCC[C@@H](C)[C@H]1CC[C@H]2[C@@H]3CC=C4C[C@H](CC[C@]4(C)[C@H]3CC[C@]12C)OCCCCCCCCCC(CC=O)O (12-(Cholest-5-en-3β-oxy)-3-hydroxydodecanal). The yield is 68.8%. As a reaction SMILES: [CH3:1][CH:2]([CH2:4][CH2:5][CH2:6][C@H:7]([C@@H:9]1[C@:26]2([CH3:27])[C@H:12]([C@H:13]3[C@H:23]([CH2:24][CH2:25]2)[C@:21]2([CH3:22])[C:16]([CH2:17][C@@H:18]([O:28][CH2:29][CH2:30][CH2:31][CH2:32][CH2:33][CH2:34][CH2:35][CH2:36][CH2:37][CH:38]=[O:39])[CH2:19][CH2:20]2)=[CH:15][CH2:14]3)[CH2:11][CH2:10]1)[CH3:8])[CH3:3].[O:40]1CCO[CH:41]1[CH2:45][Mg]Br.C(OC)(OC)OC.CC1C=CC(S([O-])(=O)=O)=CC=1.C1C=C[NH+]=CC=1.Cl>C1COCC1.O.CO>[CH3:3][CH:2]([CH2:4][CH2:5][CH2:6][C@H:7]([C@@H:9]1[C@:26]2([CH3:27])[C@H:12]([C@H:13]3[C@H:23]([CH2:24][CH2:25]2)[C@:21]2([CH3:22])[C:16]([CH2:17][C@@H:18]([O:28][CH2:29][CH2:30][CH2:31][CH2:32][CH2:33][CH2:34][CH2:35][CH2:36][CH2:37][CH:38]([OH:39])[CH2:45][CH:41]=[O:40])[CH2:19][CH2:20]2)=[CH:15][CH2:14]3)[CH2:11][CH2:10]1)[CH3:8])[CH3:1] |f:3.4|. Reported procedure: In a dry 200 mL round-bottomed flask was 10-(Cholest-5-en-3β-oxy)decanal (2.65 g, 4.90 mmol) dissolved in THF (10 ml), under argon to give a colorless solution. A 0.5 M THF solution of ((1,3-dioxolan-2-yl)methyl)magnesium bromide (9.80 ml, 4.90 mmol) was added dropwise, and the resulting solution was allowed to stir for 4 h at room temperature. The resultant solution was quenched by slowly adding 100 mL of NaHCO3 solution and extracting with EtOAc (3×100 mL). The combined organic phase was washe...